Dataset: the Open Reaction Database (ORD), a public repository of structured organic reaction records. Task: describe an organic reaction: reactants, conditions, products, and yield Reactants: CC1CNCC(O1)C (2,6-dimethylmorpholine), C1C(C)O1 (propylene oxide). Yields the product CC1CN(CC(O1)C)CC(C)O (2,6-dimethyl-N-(2-hydroxypropyl) morpholine), alcohol. The yield is 76.8%. RXN SMILES: [CH3:1][CH:2]1[O:7][CH:6]([CH3:8])[CH2:5][NH:4][CH2:3]1.[CH2:9]1[O:12][CH:10]1[CH3:11]>>[CH3:8][CH:6]1[O:7][CH:2]([CH3:1])[CH2:3][N:4]([CH2:9][CH:10]([OH:12])[CH3:11])[CH2:5]1. Reported procedure: The compound 2,6-dimethyl-N-(2-hydroxypropyl) morpholine was prepared by the method of Example 1 from 100.56 grams 2,6-dimethylmorpholine (0.87 moles) and 50.53 grams of propylene oxide (0.87 moles). Distillation of the reaction mixture gave 116.1 grams (76.8%) of the alcohol as a pale yellow oil, bp 70°-72° C. at 0.25 mm of Hg. The following elemental analysis was obtained: calc. 62.4 C, 11.1 H, 8.1 N; found 62.0 C, 10.8 H, 8.0 N. Starting materials: O1C(=CC=C1)CC(=S)O (2-furyl-thioacetic acid), C([O-])(O)=O.[Na+] (sodium bicarbonate), NC=1SC=C(N1)CC(=O)NC1[C@@H]2N(C(=C(CS2)COC(C)=O)C(=O)[O-])C1=O.[Na+] (sodium 7-[2-(2-amino-4-thiazolyl)-acetamido]-3-acetoxymethyl-ceph-3-eme-4-carboxylate), [OH-].[Na+] (sodium hydroxide). Run in O (water), C(C)(=O)O (acetic acid), O (water). Conditions: time 5 hour. The product is NC=1SC=C(N1)CC(=O)NC1[C@@H]2N(C(=C(CS2)CSC(=O)C=2OC=CC2)C(=O)O)C1=O (7-[-(2-amino-4-thiazolyl)-acetamido]-3-[{(2-furyl)-carbonyl}thiomethyl]-ceph-3-eme-4-carboxylic acid). As a reaction SMILES: O1C=C[CH:3]=[C:2]1[CH2:6][C:7]([OH:9])=[S:8].[C:10](=[O:13])(O)[O-].[Na+].[NH2:15][C:16]1[S:17][CH:18]=[C:19]([CH2:21][C:22]([NH:24][CH:25]2[C:40](=[O:41])[N:27]3[C:28]([C:37]([O-:39])=[O:38])=[C:29]([CH2:32]OC(=O)C)[CH2:30][S:31][C@H:26]23)=O)[N:20]=1.[Na+].[OH-:43].[Na+]>O.C(O)(=O)C>[NH2:15][C:16]1[S:17][CH:18]=[C:19]([CH2:21][C:22]([NH:24][CH:25]2[C:40](=[O:41])[N:27]3[C:28]([C:37]([OH:39])=[O:38])=[C:29]([CH2:32][S:8][C:7]([C:6]4[O:13][CH:10]=[CH:3][CH:2]=4)=[O:9])[CH2:30][S:31][C@H:26]23)=[O:43])[N:20]=1 |f:1.2,3.4,5.6|. Procedure details: A mixture of 0.25 g of 2-furyl-thioacetic acid, 4 ml of distilled water, 0.17 mg of sodium bicarbonate and 0.435 mg of the salt of Step A was held at 50° C for 5 hours and was then cooled to room temperature. The mixture was adjusted to a pH of 3-4 with acetic acid and was vacuum filtered. The recovered product was rinsed and dried to obtain 420 mg of raw product. The latter was dissolved in water containing sodium hydroxide and the solution was passed through an ion exchange resin column. Eluti...